Dataset: the Open Reaction Database (ORD), a public repository of structured organic reaction records. Task: describe an organic reaction: reactants, conditions, products, and yield The reactants are C(=C)C=1C=C2C=NNC(C2=CC1)=O (6-Vinylphthalazine-1(2H)-one), BrC=1C=C2C=NNC(C2=CC1)=O (6-bromophthalazine-1 (2H)-one), potassium vinyl trifluoroborate, C(=O)([O-])[O-].[K+].[K+] (K2CO3), CS(=O)C (DMSO). Reagents/catalysts: C1=CC=C(C=C1)P([C-]2C=CC=C2)C3=CC=CC=C3.C1=CC=C(C=C1)P([C-]2C=CC=C2)C3=CC=CC=C3.Cl[Pd]Cl.[Fe+2] (PdCl2(dppf)). Conditions: temperature 80 celsius. Yields the product O=C1N(N=CC2=CC(=CC=C12)C=C)CC(=O)OCC (Ethyl 2-(1-oxo-6-vinylphthalazin-2(1H)-yl)acetate). The yield is 63.0%. Reaction SMILES: [CH:1]([C:3]1[CH:4]=[C:5]2[C:10](=[CH:11][CH:12]=1)[C:9](=[O:13])[NH:8][N:7]=[CH:6]2)=[CH2:2].BrC1C=C2[C:22](=CC=1)[C:21](=[O:25])NN=C2.[C:26]([O-:29])([O-])=O.[K+].[K+].[CH3:32]S(C)=O>C1C=CC(P(C2C=CC=CC=2)[C-]2C=CC=C2)=CC=1.C1C=CC(P(C2C=CC=CC=2)[C-]2C=CC=C2)=CC=1.Cl[Pd]Cl.[Fe+2]>[O:13]=[C:9]1[C:10]2[C:5](=[CH:4][C:3]([CH:1]=[CH2:2])=[CH:12][CH:11]=2)[CH:6]=[N:7][N:8]1[CH2:32][C:26]([O:25][CH2:21][CH3:22])=[O:29] |f:2.3.4,6.7.8.9|. Reported procedure: 6-Vinylphthalazine-1(2H)-one (BI27): A solution of 6-bromophthalazine-1 (2H)-one (0.25 g, 1.11 mmol), potassium vinyl trifluoroborate (0.446 g, 3.33 mmol) and K2CO3 (0.46 g, 3.33 mmol) in DMSO (2 mL) was degassed with argon for 20 min at ambient temperature. PdCl2(dppf) (0.04 g, 0.055 mmol) was added at ambient temperature, and the reaction mixture was heated to 80° C. for 2 h. The reaction mixture was cooled to ambient temperature and filtered through Celite® bed under vacuum and washed with Et... The reactants are S1C(=CC=C1)[Li] ((2-thienyl)-lithium), CON(C(CC1CCN(CC1)CC=1C(=NC=CC1)OC)=O)CC (N1-methoxy,N1-ethyl-2-[1-[(2-methoxy-3-pyridyl)methyl]-4-piperidyl]acetamide), [Cl-].[NH4+] (ammonium chloride). The solvent is O1CCCC1 (tetrahydrofuran), O1CCCC1 (tetrahydrofuran). Reaction conditions: temperature -78 celsius, time 1 hour. The product is COC1=NC=CC=C1CN1CCC(CC1)CC(C=1SC=CC1)=O (1-[(2-Methoxy-3-pyridyl)methyl]-4-[2-oxo-2-(2-thienyl)ethyl]piperidine). Reaction SMILES: CON(CC)[C:4](=[O:21])[CH2:5][CH:6]1[CH2:11][CH2:10][N:9]([CH2:12][C:13]2[C:14]([O:19][CH3:20])=[N:15][CH:16]=[CH:17][CH:18]=2)[CH2:8][CH2:7]1.[S:24]1[CH:28]=[CH:27][CH:26]=[C:25]1[Li].[Cl-].[NH4+]>O1CCCC1>[CH3:20][O:19][C:14]1[C:13]([CH2:12][N:9]2[CH2:8][CH2:7][CH:6]([CH2:5][C:4](=[O:21])[C:25]3[S:24][CH:28]=[CH:27][CH:26]=3)[CH2:11][CH2:10]2)=[CH:18][CH:17]=[CH:16][N:15]=1 |f:2.3|. Procedure details: 0.50 g of N1-methoxy,N1-ethyl-2-[1-[(2-methoxy-3-pyridyl)methyl]-4-piperidyl]acetamide obtained in Example 55 was dissolved in 3 ml of tetrahydrofuran and 1.8 ml of a 1.0M (2-thienyl)-lithium in tetrahydrofuran was added dropwise thereinto at −78° C. After completion of the dropwise addition, the mixture was further stirred at −78° C. for 1 hour. An aqueous saturated ammonium chloride was added to the reaction solution, and the mixture was extracted with ethyl acetate. The organic layer was wash... The reactants are N=C1N(CCC1)C (2 -imino-1 -methylpyrrolidine), [OH-].[Na+] (NaOH), ClC=1C=C(C=CC1)N=C=O (m-chlorophenylisocyanate). Solvent: C1=CC=CC=C1 (benzene). The product is ClC=1C=C(C=CC1)NC(=O)N=C1N(CCC1)C (1 -m-Chlorophenyl-3 -(1 -methyl-2 -pyrrolidylidene)urea). As a reaction SMILES: [NH:1]=[C:2]1[CH2:6][CH2:5][CH2:4][N:3]1[CH3:7].[OH-].[Na+].[Cl:10][C:11]1[CH:12]=[C:13]([N:17]=[C:18]=[O:19])[CH:14]=[CH:15][CH:16]=1>C1C=CC=CC=1>[Cl:10][C:11]1[CH:12]=[C:13]([NH:17][C:18]([N:1]=[C:2]2[CH2:6][CH2:5][CH2:4][N:3]2[CH3:7])=[O:19])[CH:14]=[CH:15][CH:16]=1 |f:1.2|. Reported procedure: Assuming 100 % conversion, 2.94 g. (0.03 mole) of 2 -imino-1 -methylpyrrolidine is liberated from its HCL salt using the calculated amount of 50 % NaOH (2.4 g., 0.03 mole) and extracting into benzene. The benzene solution is dried over K2CO3. To this solution, 4.6 g. (0.03 mole) of m-chlorophenylisocyanate dissolved in anhydrous benzene is added dropwise with stirring. Solid forms and the mixture is stirred at room temperature overnight. The solid, 1 -m-chlorophenyl-3 -(1 -methyl-2 -pyrrolidylid...